Dataset: the Open Reaction Database (ORD), a public repository of structured organic reaction records. Task: describe an organic reaction: reactants, conditions, products, and yield Reactants: FC(C=1C=C(C=C(C1)C(F)(F)F)[C@H]1[C@@H](O1)CCC[C@@H](C1=C(C=CC(=C1)C(F)(F)F)Br)NC(OCC1=CC=CC=C1)=O)(F)F (benzyl {(1S)-4-{(2S,3S)-3-[3,5-bis(trifluoromethyl)phenyl]oxiran-2-yl}-1-[2-bromo-5-(trifluoromethyl)phenyl]butyl}carbamate), C1CCC2=NCCCN2CC1 (DBU). Run in CN(C)C=O (DMF). Conditions: temperature 125 celsius. Product: FC(C=1C=C(C=C(C1)C(F)(F)F)[C@@H](O)[C@H]1N[C@@H](CCC1)C1=C(C=CC(=C1)C(F)(F)F)Br)(F)F ((R)-[3,5-bis(trifluoromethyl)phenyl]{(2S,6S)-6-[2-bromo-5-(trifluoromethyl)phenyl]piperidin-2-yl}methanol). The yield is 69.6%. RXN SMILES: [F:1][C:2]([F:43])([F:42])[C:3]1[CH:4]=[C:5]([C@@H:13]2[O:15][C@H:14]2[CH2:16][CH2:17][CH2:18][C@H:19]([NH:31]C(=O)OCC2C=CC=CC=2)[C:20]2[CH:25]=[C:24]([C:26]([F:29])([F:28])[F:27])[CH:23]=[CH:22][C:21]=2[Br:30])[CH:6]=[C:7]([C:9]([F:12])([F:11])[F:10])[CH:8]=1.C1CCN2C(=NCCC2)CC1>CN(C=O)C>[F:12][C:9]([F:11])([F:10])[C:7]1[CH:6]=[C:5]([C@H:13]([C@@H:14]2[CH2:16][CH2:17][CH2:18][C@@H:19]([C:20]3[CH:25]=[C:24]([C:26]([F:28])([F:29])[F:27])[CH:23]=[CH:22][C:21]=3[Br:30])[NH:31]2)[OH:15])[CH:4]=[C:3]([C:2]([F:42])([F:1])[F:43])[CH:8]=1. Procedure: To benzyl {(1S)-4-{(2S,3S)-3-[3,5-bis(trifluoromethyl)phenyl]oxiran-2-yl}-1-[2-bromo-5-(trifluoromethyl)phenyl]butyl}carbamate (500 mg, 0.731 mmol) in DMF (2 mL) was added DBU (111 mg, 0.731 mmol). The system was heated to 125° C. for 6 hours. The solvent was removed in vacuo. The reaction was diluted with ethyl acetate and water. The organic was dried over sodium sulfate, filtered and concentrated. The resultant oil was purified by column chromatography to yield (R)-[3,5-bis(trifluoromethyl)phe... Reactants: CN(C(C(=C(C1=C(C=C(C=C1)Cl)Cl)O)C(=O)OCC)=O)C (N,N-dimethylalpha-ethoxycarbonyl-beta-hydroxy-2,4-dichlorocinnamamide), C(=O)([O-])[O-].[K+].[K+] (K2CO3), CI (CH3I). Solvent: CCC(=O)C (MEK), CCOCC (ether), O (water), C(=O)(O)[O-].[Na+] (NaHCO3). Run at time 30 minute. The product is CN(C(C(=C(C1=C(C=C(C=C1)Cl)Cl)OC)C(=O)OCC)=O)C (N,N-Dimethyl-Alpha-Ethoxy Carbonyl-Beta-Methoxy-2,4-Dichloro Cinnamamide). As a reaction SMILES: [CH3:1][N:2]([CH3:21])[C:3](=[O:20])[C:4]([C:15]([O:17][CH2:18][CH3:19])=[O:16])=[C:5]([OH:14])[C:6]1[CH:11]=[CH:10][C:9]([Cl:12])=[CH:8][C:7]=1[Cl:13].[C:22]([O-])([O-])=O.[K+].[K+].CI>CCC(C)=O.CCOCC.O.C([O-])(O)=O.[Na+]>[CH3:21][N:2]([CH3:1])[C:3](=[O:20])[C:4]([C:15]([O:17][CH2:18][CH3:19])=[O:16])=[C:5]([O:14][CH3:22])[C:6]1[CH:11]=[CH:10][C:9]([Cl:12])=[CH:8][C:7]=1[Cl:13] |f:1.2.3,8.9|. Procedure: A mixture of 5.0 g (0.015 mole) of N,N-dimethylalpha-ethoxycarbonyl-beta-hydroxy-2,4-dichlorocinnamamide and 4.14 g (0.03 mole) anhydrous powdered K2CO3 in 100 ml MEK was heated to reflux for 30 minutes then cooled to room temperature. To the slurry was added 2.44 g (0.0165 mole) CH3I dropwise. The reaction mixture was stirred at room temperature an additional 30 minutes then heated to reflux for 2 hours and then cooled again to room temperature. The reaction was worked-up by diluting with 200 m... Starting materials: CC(C)(C)OC(=O)NC(Cc1ccccc1)C(=O)O, CC(C)(C)OC(=O)NC(C(=O)O)c1ccc(OCC2COC(C)(C)O2)cc1, O=C(CCl)N1CCOCC1. Yields the product CC(C)(C)OC(=O)NC(C(=O)O)c1ccc(OCC(=O)N2CCOCC2)cc1. RXN SMILES: [C:1]([O:2][C:3]([NH:4][CH:5]([CH2:6][c:7]1[cH:8][cH:9][cH:10][cH:11][cH:12]1)[C:13]([OH:14])=[O:15])=[O:16])([CH3:17])([CH3:18])[CH3:19].[C:20]([CH3:21])([CH3:22])([CH3:23])[O:24][C:25](=[O:26])[NH:27][CH:28]([C:29](=[O:30])[OH:31])[c:32]1[cH:33][cH:34][c:35]([O:38][CH2:39][CH:40]2[O:41][C:44]([CH3:45])([CH3:46])[O:43][CH2:42]2)[cH:36][cH:37]1.[Cl:47][CH2:48][C:49](=[O:50])[N:51]1[CH2:52][CH2:53][O:54][CH2:55][CH2:56]1>>[C:20]([CH3:21])([CH3:22])([CH3:23])[O:24][C:25](=[O:26])[NH:27][CH:28]([C:29](=[O:30])[OH:31])[c:32]1[cH:33][cH:34][c:35]([O:38][CH2:39][C:40](=[O:41])[N:51]2[CH2:52][CH2:53][O:54][CH2:55][CH2:56]2)[cH:36][cH:37]1. Starting materials: NC=1C(=CC=CC1)C (o-Toluidine), N1=CC=CC=C1 (pyridine), O1CCCC1 (tetrahydrofuran), C(CCCC)(=O)Cl (valeryl chloride), ice. Run in O (water). Product: ( 37 ), C(CCC)C=1NC2=CC=CC=C2C1 (2-n-butyl indole). Isolated yield 84.0%. Reaction SMILES: [NH2:1][C:2]1[C:3]([CH3:8])=[CH:4][CH:5]=[CH:6][CH:7]=1.N1[CH:14]=[CH:13][CH:12]=[CH:11][CH:10]=1.O1CCCC1.C(Cl)(=O)CCCC>O>[CH2:11]([C:10]1[NH:1][C:2]2[C:3]([CH:8]=1)=[CH:4][CH:5]=[CH:6][CH:7]=2)[CH2:12][CH2:13][CH3:14]. Reported procedure: o-Toluidine (55 g) was mixed with 100 ml dry pyridine and 200 ml dry tetrahydrofuran in a 1-L 3-necked round bottom flask fitted with a Trubore stirrer, thermometer and a dropping funnel, under nitrogen. Then, with cooling in a refrigerated bath, valeryl chloride (60.3 g) was added dropwise over 1 hour. The mixture was stirred for another hour at room temperature and then poured onto 500 g ice and water. The precipitate was washed repeatedly with water on a Buchner funnel. The precipitate (88.9 ... Starting materials: ClC(=CC1C(C1C(=O)Cl)(C)C)Cl (3-(2,2-dichloroethenyl)-2,2-dimethylcyclopropanecarbonyl chloride), O(C1=CC=CC=C1)C=1C=C(C=O)C=CC1 (3-phenoxybenzaldehyde), acyl chloride, [C-]#N.[Na+] (sodium cyanide), Cl.Cl.N12NCC(CC1)CC2 (diazabicyclo[2.2.2]octane dihydrochloride). The product is ClC(=CC1C(C1C(=O)OC(C1=CC(=CC=C1)OC1=CC=CC=C1)C#N)(C)C)Cl (α-cyano-3-phenoxybenzyl 3-(2,2-dichloroethenyl)-2,2-dimethylcyclopropanecarboxylate). Run in CCCCCCC (n-heptane), O (water). As a reaction SMILES: [C-]#N.[Na+].Cl.Cl.[N:6]12CCC(C[CH2:11]1)CN2.[Cl:14][C:15]([Cl:25])=[CH:16][CH:17]1[CH:19]([C:20](Cl)=[O:21])[C:18]1([CH3:24])[CH3:23].[O:26]([C:33]1[CH:34]=[C:35]([CH:38]=[CH:39][CH:40]=1)[CH:36]=[O:37])[C:27]1[CH:32]=[CH:31][CH:30]=[CH:29][CH:28]=1>O.CCCCCCC>[Cl:14][C:15]([Cl:25])=[CH:16][CH:17]1[CH:19]([C:20]([O:37][CH:36]([C:11]#[N:6])[C:35]2[CH:38]=[CH:39][CH:40]=[C:33]([O:26][C:27]3[CH:28]=[CH:29][CH:30]=[CH:31][CH:32]=3)[CH:34]=2)=[O:21])[C:18]1([CH3:24])[CH3:23] |f:0.1,2.3.4|. Reaction conditions: time 40 minute. Reported procedure: A stirred mixture of sodium cyanide (18.1 g, 0.36 mole) and diazabicyclo[2.2.2]octane dihydrochloride (1.11 g, 0.006 mole) in 30 g of water was warmed to 40°. During a one hour period a solution of 3-(2,2-dichloroethenyl)-2,2-dimethylcyclopropanecarbonyl chloride (77.6 g, 0.33 mole) and 3-phenoxybenzaldehyde (61.5 g, 0.3 mole) in 102 ml of n-heptane was added to the reaction mixture. After complete addition, the reaction mixture was stirred for 40 minutes and an additional 3.5 g (0.015 mole) of ... The reactants are O=C([O-])[O-], CC1(C)OB(c2ccc(C(=O)O)cc2)OC1(C)C, CN(C)CCNc1nc(Cl)c2c(n1)N(c1c(F)cccc1F)C(=O)NC2, [K+], [K+], C1COCCO1, c1ccc(P(c2ccccc2)(c2ccccc2)[Pd](P(c2ccccc2)(c2ccccc2)c2ccccc2)(P(c2ccccc2)(c2ccccc2)c2ccccc2)P(c2ccccc2)(c2ccccc2)c2ccccc2)cc1. Yields the product CN(C)CCNc1nc(-c2ccc(C(=O)O)cc2)c2c(n1)N(c1c(F)cccc1F)C(=O)NC2. RXN SMILES: [C:27](=[O:28])([O-:29])[O-:30].[CH3:33][C:34]1([CH3:35])[C:36]([CH3:37])([CH3:38])[O:39][B:40]([c:41]2[cH:42][cH:43][c:44]([C:45](=[O:46])[OH:47])[cH:48][cH:49]2)[O:50]1.[Cl:1][c:2]1[c:3]2[c:4]([n:5][c:6]([NH:8][CH2:9][CH2:10][N:11]([CH3:12])[CH3:13])[n:7]1)[N:14]([c:19]1[c:20]([F:26])[cH:21][cH:22][cH:23][c:24]1[F:25])[C:15](=[O:18])[NH:16][CH2:17]2.[K+:31].[K+:32].[O:51]1[CH2:52][CH2:53][O:54][CH2:55][CH2:56]1.[cH:57]1[cH:58][cH:59][c:60]([P:61]([Pd:62]([P:63]([c:64]2[cH:65][cH:66][cH:67][cH:68][cH:69]2)([c:70]2[cH:71][cH:72][cH:73][cH:74][cH:75]2)[c:76]2[cH:77][cH:78][cH:79][cH:80][cH:81]2)([P:82]([c:83]2[cH:84][cH:85][cH:86][cH:87][cH:88]2)([c:89]2[cH:90][cH:91][cH:92][cH:93][cH:94]2)[c:95]2[cH:96][cH:97][cH:98][cH:99][cH:100]2)[P:101]([c:102]2[cH:103][cH:104][cH:105][cH:106][cH:107]2)([c:108]2[cH:109][cH:110][cH:111][cH:112][cH:113]2)[c:114]2[cH:115][cH:116][cH:117][cH:118][cH:119]2)([c:120]2[cH:121][cH:122][cH:123][cH:124][cH:125]2)[c:126]2[cH:127][cH:128][cH:129][cH:130][cH:131]2)[cH:132][cH:133]1>>[c:2]1(-[c:41]2[cH:42][cH:43][c:44]([C:45](=[O:46])[OH:47])[cH:48][cH:49]2)[c:3]2[c:4]([n:5][c:6]([NH:8][CH2:9][CH2:10][N:11]([CH3:12])[CH3:13])[n:7]1)[N:14]([c:19]1[c:20]([F:26])[cH:21][cH:22][cH:23][c:24]1[F:25])[C:15](=[O:18])[NH:16][CH2:17]2. Starting materials: SC=1N=C2N(C(C1C)=O)C=CC=C2 (2-mercapto-3-methyl-4H-pyrido[1,2-a]pyrimidin-4-one), BrCC1=CC=C(C(=O)C2=CC=C(C=C2)CBr)C=C1 (4,4'-bis(bromomethyl)benzophenone), Cl.C1(=CC=CC=C1)N1CCNCC1 (phenylpiperazine hydrochloride), C([O-])([O-])=O.[K+].[K+] (potassium carbonate). The solvent is CN(C)C=O (DMF). Product: CC1=C(N=C2N(C1=O)C=CC=C2)SCC2=CC=C(C=C2)C(C2=CC=C(C=C2)CN2CCN(CC2)C2=CC=CC=C2)=O (3-Methyl-2-[4-[4-(4-phenylpiperazinylmethyl)-benzoyl]benzylthio]-4H-pyrido[1,2-a]pyrimidin-4-one). Isolated yield 16.8%. As a reaction SMILES: [SH:1][C:2]1[N:3]=[C:4]2[CH:13]=[CH:12][CH:11]=[CH:10][N:5]2[C:6](=[O:9])[C:7]=1[CH3:8].Br[CH2:15][C:16]1[CH:31]=[CH:30][C:19]([C:20]([C:22]2[CH:27]=[CH:26][C:25]([CH2:28]Br)=[CH:24][CH:23]=2)=[O:21])=[CH:18][CH:17]=1.Cl.[C:33]1([N:39]2[CH2:44][CH2:43][NH:42][CH2:41][CH2:40]2)[CH:38]=[CH:37][CH:36]=[CH:35][CH:34]=1.C(=O)([O-])[O-].[K+].[K+]>CN(C=O)C>[CH3:8][C:7]1[C:6](=[O:9])[N:5]2[CH:10]=[CH:11][CH:12]=[CH:13][C:4]2=[N:3][C:2]=1[S:1][CH2:15][C:16]1[CH:31]=[CH:30][C:19]([C:20](=[O:21])[C:22]2[CH:27]=[CH:26][C:25]([CH2:28][N:42]3[CH2:43][CH2:44][N:39]([C:33]4[CH:38]=[CH:37][CH:36]=[CH:35][CH:34]=4)[CH2:40][CH2:41]3)=[CH:24][CH:23]=2)=[CH:18][CH:17]=1 |f:2.3,4.5.6|. Procedure: A solution of 2-mercapto-3-methyl-4H-pyrido[1,2-a]pyrimidin-4-one (298 mg), 4,4'-bis(bromomethyl)benzophenone (934 mg), phenylpiperazine hydrochloride (402 mg) and potassium carbonate (850 mg) in DMF (30 ml) was stirred at room temperature for 10 hours. This reaction mixture was concentrated and the residue was dissolved in chloroform, washed with water, dried, and concentrated. The residue was purified by silica gel column chromatography (hexane: ethyl acetate =1:1) to provide the title compoun... The reactants are CS(=O)(=O)Cl, O=C1CC(CO)CN1c1ccc(OCc2cccc(F)c2)cc1, N#C[Na]. Product: N#CCC1CC(=O)N(c2ccc(OCc3cccc(F)c3)cc2)C1. Reaction SMILES: [CH3:24][S:25](=[O:26])(=[O:27])[Cl:28].[F:1][c:2]1[cH:3][c:4]([CH2:5][O:6][c:7]2[cH:8][cH:9][c:10]([N:13]3[C:14](=[O:20])[CH2:15][CH:16]([CH2:18][OH:19])[CH2:17]3)[cH:11][cH:12]2)[cH:21][cH:22][cH:23]1.[Na:29][C:30]#[N:31]>>[F:1][c:2]1[cH:3][c:4]([CH2:5][O:6][c:7]2[cH:8][cH:9][c:10]([N:13]3[C:14](=[O:20])[CH2:15][CH:16]([CH2:18][C:30]#[N:31])[CH2:17]3)[cH:11][cH:12]2)[cH:21][cH:22][cH:23]1.